From a dataset of the Open Reaction Database (ORD), a public repository of structured organic reaction records. describe an organic reaction: reactants, conditions, products, and yield Starting materials: C(=O)(O)[C@@H](O)[C@H](O)C(=O)O.N[C@H]1CNCC1 ((3R)-3-aminopyrrolidine D(-)-tartrate), C([C@H](O)[C@@H](O)C(=O)O)(=O)O (L(+)-tartaric acid). The solvent is O (water). Reaction conditions: temperature 80 celsius. Product: C(=O)(O)[C@H](O)[C@@H](O)C(=O)O.N[C@@H]1CNCC1 ((3S)-3-aminopyrrolidine L(+)tartrate). Reaction SMILES: [C:1]([C@H:4]([C@@H:6]([C:8]([OH:10])=[O:9])[OH:7])[OH:5])([OH:3])=[O:2].[NH2:11][C@@H:12]1[CH2:16][CH2:15][NH:14][CH2:13]1.C(O)(=O)[C@@H]([C@H](C(O)=O)O)O>O>[C:1]([C@@H:4]([C@H:6]([C:8]([OH:10])=[O:9])[OH:7])[OH:5])([OH:3])=[O:2].[NH2:11][C@H:12]1[CH2:16][CH2:15][NH:14][CH2:13]1 |f:0.1,4.5|. Procedure: To the filtrate obtained in the above crude (3R)-3-aminopyrrolidine D(-)-tartrate is added a solution of L(+)-tartaric acid (25 g) in water (50 ml), and the precipitated crystals are separated by filtration. The product is dissolved in a 20% aqueous sodium hydroxide solution (50 ml) and thereto is added acetone (300 ml), and the precipitated crystals are removed by filtration. To the filtrate is added a solution of L(+)-tartaric acid (20 g) in water (40 ml). The precipitated crystals are separat... Reactants: CO, Cl, Cl, COC(=O)C(N)(CO)CCCN. As a reaction SMILES: [CH3:15][OH:16].[ClH:1].[ClH:2].[OH:3][CH2:4][C:5]([C:6](=[O:7])[O:8][CH3:9])([CH2:10][CH2:11][CH2:12][NH2:13])[NH2:14]>>[OH:3][CH2:4][C:5]1([NH2:14])[C:6](=[O:7])[NH:13][CH2:12][CH2:11][CH2:10]1. Yields the product NC1(CO)CCCNC1=O. Reactants: N#CC1CCN(CCc2ccccc2)CC1, CC(C)C[Al+]CC(C)C, CO, Cc1ccccc1, CCCCCC, [H-], O. The product is O=CC1CCN(CCc2ccccc2)CC1. RXN SMILES: [C:1](#[N:2])[CH:3]1[CH2:4][CH2:5][N:6]([CH2:9][CH2:10][c:11]2[cH:12][cH:13][cH:14][cH:15][cH:16]2)[CH2:7][CH2:8]1.[CH2:18]([Al+:19][CH2:20][CH:21]([CH3:22])[CH3:23])[CH:24]([CH3:25])[CH3:26].[CH3:27][OH:28].[CH3:30][c:31]1[cH:32][cH:33][cH:34][cH:35][cH:36]1.[CH3:37][CH2:38][CH2:39][CH2:40][CH2:41][CH3:42].[H-:17].[OH2:29]>>[CH:1]([CH:3]1[CH2:4][CH2:5][N:6]([CH2:9][CH2:10][c:11]2[cH:12][cH:13][cH:14][cH:15][cH:16]2)[CH2:7][CH2:8]1)=[O:28]. RXN SMILES: [CH3:1][C:2]1([CH3:21])[CH:11]=[C:10]([CH3:12])[C:9]2[C:4](=[CH:5][CH:6]=[C:7](OS(C(F)(F)F)(=O)=O)[CH:8]=2)[NH:3]1.[F:22][C:23]1[CH:24]=[CH:25][C:26]([O:32][CH3:33])=[C:27](B(O)O)[CH:28]=1.[CH2:34]([SH:37])[CH:35]=[CH2:36]>>[CH2:34]([S:37][CH2:12][C:10]1[C:9]2[C:4](=[CH:5][CH:6]=[C:7]([C:25]3[CH:24]=[C:23]([F:22])[CH:28]=[CH:27][C:26]=3[O:32][CH3:33])[CH:8]=2)[NH:3][C:2]([CH3:1])([CH3:21])[CH:11]=1)[CH:35]=[CH2:36]. Procedure details: (Trifluoromethanesulfonic acid 2,2,4-trimethyl-1,2-dihydroquinolin-6-yl ester was coupled with 5-fluoro-2-methoxyphenylboronic acid. Bromination and coupling reaction with allyl mercaptan gave 17 mg of the title compound. The product is C(C=C)SCC1=CC(NC2=CC=C(C=C12)C1=C(C=CC(=C1)F)OC)(C)C (4-Allylsulfanylmethyl-6-(5-fluoro-2-methoxyphenyl)-2,2-dimethyl-1,2-dihydroquinoline). Starting materials: CC1(NC2=CC=C(C=C2C(=C1)C)OS(=O)(=O)C(F)(F)F)C (Trifluoromethanesulfonic acid 2,2,4-trimethyl-1,2-dihydroquinolin-6-yl ester), FC=1C=CC(=C(C1)B(O)O)OC (5-fluoro-2-methoxyphenylboronic acid), C(C=C)S (allyl mercaptan). The reactants are ClCC(CO)O (3-chloropropylene glycol), N1CCOCC1 (morpholine), ClCC(CO)O (3-chloropropylene glycol), N1CCOCC1 (morpholine). Reaction conditions: temperature 80 celsius. The product is O1CCN(CC1)CC(CO)O (3-morpholino propylene glycol). The yield is 72.7%. Reaction SMILES: Cl[CH2:2][CH:3]([OH:6])[CH2:4][OH:5].[NH:7]1[CH2:12][CH2:11][O:10][CH2:9][CH2:8]1>>[O:10]1[CH2:11][CH2:12][N:7]([CH2:2][CH:3]([OH:6])[CH2:4][OH:5])[CH2:8][CH2:9]1. Procedure details: 33 g of 3-chloropropylene glycol was added dropwise to 65 g morpholine, with stirring, while maintaining the temperature at 80° C. The 3-chloropropylene glycol reacted quickly with the morpholine exothermically. The reaction mixture was stirred for 3 hours, with the temperature maintained at 80° C. The salt of morpholine, which separated from the reaction mixture, was filtered out. The filtrate was distilled under reduced pressure. This distillation gave 35 g of the desired product, 3-morpholino... Product: CCN1CCN(C(=N)c2cccc(NC(=O)Nc3ccc(S(=O)(=O)NCc4ccc(S(N)(=O)=O)cc4)cc3)c2)CC1. Reactants: N#Cc1cccc(NC(=O)Nc2ccc(S(=O)(=O)NCc3ccc(S(N)(=O)=O)cc3)cc2)c1, CCN1CCNCC1. Reaction SMILES: [C:1](#[N:2])[c:3]1[cH:4][c:5]([NH:9][C:10]([NH:11][c:12]2[cH:13][cH:14][c:15]([S:18](=[O:19])(=[O:20])[NH:21][CH2:22][c:23]3[cH:24][cH:25][c:26]([S:29]([NH2:30])(=[O:31])=[O:32])[cH:27][cH:28]3)[cH:16][cH:17]2)=[O:33])[cH:6][cH:7][cH:8]1.[CH2:34]([CH3:35])[N:36]1[CH2:37][CH2:38][NH:39][CH2:40][CH2:41]1>>[C:1](=[NH:2])([c:3]1[cH:4][c:5]([NH:9][C:10]([NH:11][c:12]2[cH:13][cH:14][c:15]([S:18](=[O:19])(=[O:20])[NH:21][CH2:22][c:23]3[cH:24][cH:25][c:26]([S:29]([NH2:30])(=[O:31])=[O:32])[cH:27][cH:28]3)[cH:16][cH:17]2)=[O:33])[cH:6][cH:7][cH:8]1)[N:39]1[CH2:38][CH2:37][N:36]([CH2:34][CH3:35])[CH2:41][CH2:40]1. The reactants are S(=O)(=O)(C1=CC=C(C)C=C1)OCCCC(COC1=CC=C(C=C1)F)OCC1=CC=CC=C1 (4-benzyloxy-5-(4-fluorophenoxy)-1-pentanol tosylate), [I-].[Na+] (sodium iodide), O (water). Run in CC(=O)C (acetone). The product is C(C1=CC=CC=C1)OC(CCCI)COC1=CC=C(C=C1)F (4-benzyloxy-5-(4-fluorophenoxy)-1-iodopentane). The yield is 79.7%. Reaction SMILES: S(O[CH2:12][CH2:13][CH2:14][CH:15]([O:25][CH2:26][C:27]1[CH:32]=[CH:31][CH:30]=[CH:29][CH:28]=1)[CH2:16][O:17][C:18]1[CH:23]=[CH:22][C:21]([F:24])=[CH:20][CH:19]=1)(C1C=CC(C)=CC=1)(=O)=O.[I-:33].[Na+].O>CC(C)=O>[CH2:26]([O:25][CH:15]([CH2:16][O:17][C:18]1[CH:23]=[CH:22][C:21]([F:24])=[CH:20][CH:19]=1)[CH2:14][CH2:13][CH2:12][I:33])[C:27]1[CH:32]=[CH:31][CH:30]=[CH:29][CH:28]=1 |f:1.2|. Procedure details: A solution of 4-benzyloxy-5-(4-fluorophenoxy)-1-pentanol tosylate (3.78 g., 8.24 mmoles) and sodium iodide (3.71 g., 25 mmoles) in acetone (70 ml.) is stirred at room temperature overnight (ca. 17 hours) and then heated on the steam bath for 15 minutes. The mixture is poured into cold water and extracted with ether three times. The combined extracts are washed with aqueous sodium thiosulfate and dried over anhydrous magnesium sulfate. The solvent is removed on a rotary evaportor to leave an oil ...